This data is from the Open Reaction Database (ORD), a public repository of structured organic reaction records. The task is: describe an organic reaction: reactants, conditions, products, and yield The reactants are CC1(C(C2=CC(=CC=C2CC1N(S(=O)(=O)C1=CC=C(C=C1)C)C)OC)(O)C#C)C (2,2-dimethyl-1-ethinyl-7-methoxy-3-(N-methyl-p-toluenesulphonamido)-1,2,3,4-tetrahydro-1-naphthol). The reagents and catalysts are [Pd] (palladium on charcoal), [Pd] (palladium on calcium carbonate). The solvent is C(C)(=O)OCC (ethyl acetate). Yields the product CC1(C(C2=CC(=CC=C2CC1N(S(=O)(=O)C1=CC=C(C=C1)C)C)OC)(O)C=C)C (2,2-Dimethyl-7-methoxy-3-(N-methyl-p-toluenesulphonamido)-1,2,3,4-tetrahydro-1-vinyl-1-naphthol). Yield: 95.0%. As a reaction SMILES: [CH3:1][C:2]1([CH3:29])[CH:11]([N:12]([CH3:23])[S:13]([C:16]2[CH:21]=[CH:20][C:19]([CH3:22])=[CH:18][CH:17]=2)(=[O:15])=[O:14])[CH2:10][C:9]2[C:4](=[CH:5][C:6]([O:24][CH3:25])=[CH:7][CH:8]=2)[C:3]1([C:27]#[CH:28])[OH:26]>[Pd].C(OCC)(=O)C>[CH3:1][C:2]1([CH3:29])[CH:11]([N:12]([CH3:23])[S:13]([C:16]2[CH:17]=[CH:18][C:19]([CH3:22])=[CH:20][CH:21]=2)(=[O:15])=[O:14])[CH2:10][C:9]2[C:4](=[CH:5][C:6]([O:24][CH3:25])=[CH:7][CH:8]=2)[C:3]1([CH:27]=[CH2:28])[OH:26]. Procedure: A mixture of 205 g of 2,2-dimethyl-1-ethinyl-7-methoxy-3-(N-methyl-p-toluenesulphonamido)-1,2,3,4-tetrahydro-1-naphthol, 0.8 g of 0,5% palladium on calcium carbonate, 0.8 g 5% palladium on charcoal and 1000 ml of ethyl acetate is submitted to hydrogenation at atmospheric pressure and room temperature. After the absorption of 1200 ml of hydrogen the catalysts are removed by filtration. The solution is concentrated by evaporation in vacuo of most of the solvent, whereafter the product crystallizes... Solvent: C(C)O (ethanol), Cl (hydrochloric acid). Isolated yield 100.5%. Yields the product C(=O)(OCC1=CC=CC=C1)N(C)[C@H](C1=CC=C(C=C1)N)C ((S)-(-)-N-Carbobenzyloxy-N-methyl-4-amino-α-methylbenzylamine). Procedure details: α-A solution of (S)-(-)-N-carbobenzyloxy-N-methyl-methyl-4-nitrobenzylamine (6.6 gm, 21 imol) in 100% ethanol (100 mL) was cooled in an ice bath while a solution of stannous chloride dihydrate (14.2 gm, 63 mmol) in conc. hydrochloric acid (25 mL) was added. The reaction was allowed to warm to rt over 14 hrs and was then quenched into a solution of ice, 5N sodium hydroxide (100 mL) and ether and the pH adjusted to 9-10. The layers were separated and the ether layer was washed with brine. The aque... RXN SMILES: [C:1]([N:11]([C@@H:13]([CH3:23])[C:14]1[CH:19]=[CH:18][C:17]([N+:20]([O-])=O)=[CH:16][CH:15]=1)[CH3:12])([O:3][CH2:4][C:5]1[CH:10]=[CH:9][CH:8]=[CH:7][CH:6]=1)=[O:2]>C(O)C.Cl>[C:1]([N:11]([C@@H:13]([CH3:23])[C:14]1[CH:19]=[CH:18][C:17]([NH2:20])=[CH:16][CH:15]=1)[CH3:12])([O:3][CH2:4][C:5]1[CH:6]=[CH:7][CH:8]=[CH:9][CH:10]=1)=[O:2]. The reactants are C(=O)(OCC1=CC=CC=C1)N(C)[C@H](C1=CC=C(C=C1)[N+](=O)[O-])C ((S)-(-)-N-carbobenzyloxy-N-methyl-methyl-4-nitrobenzylamine), stannous chloride dihydrate. The reactants are C(CCC)[Li] (n-butyl lithium), C(C)OC(C1=C(C=C(C=C1)C)C)=O (2,4-dimethyl-benzoic acid ethyl ester), [OH-].[Na+] (NaOH), ( g ), C(C)#N (acetonitrile). Solvent: hexanes, C1CCOC1 (THF), C1CCOC1 (THF). Conditions: temperature -78 celsius, time 8 hour. The product is CC1=C(C=CC(=C1)C)C(CC#N)=O (3-(2,4-dimethyl-phenyl)-3-oxo-propionitrile). RXN SMILES: [C:1](#[N:3])[CH3:2].C([Li])CCC.C([O:11][C:12](=O)[C:13]1[CH:18]=[CH:17][C:16]([CH3:19])=[CH:15][C:14]=1[CH3:20])C.[OH-].[Na+]>C1COCC1>[CH3:20][C:14]1[CH:15]=[C:16]([CH3:19])[CH:17]=[CH:18][C:13]=1[C:12](=[O:11])[CH2:2][C:1]#[N:3] |f:3.4|. Procedure: Under Ar(g), a solution of anhydrous acetonitrile (1.6 mL) in 35 mL anhydrous THF is cooled to −78° C. in a dry ice-acetone bath and then slowly treated with 12 mL of a 2.5 M n-butyl lithium in hexanes. The reaction mixture is maintained at −78° C. for an additional 45 min. and then slowly treated with a solution of 5 gms. of 2,4-dimethyl-benzoic acid ethyl ester in 5 mL of anhydrous THF. The resulting solution is then stirred overnight at room temperature. Subsequently, the reaction mixture is ... Reactants: CC1(CC(CO1)COC=1C(=NC=C(C(=O)OC)C1)C1=C(C=CC(=C1)OC)F)C (methyl 5-((5,5-dimethyltetrahydrofuran-3-yl)methoxy)-6-(2-fluoro-5-methoxyphenyl)nicotinate), [BH4-].[Na+] (sodium tetrahydroborate). The solvent is CO (methanol). Reaction conditions: temperature 60 celsius, time 4 hour. Yields the product CC1(CC(CO1)COC=1C=C(C=NC1C1=C(C=CC(=C1)OC)F)CO)C ((5-((5,5-dimethyltetrahydrofuran-3-yl)methoxy)-6-(2-fluoro-5-methoxyphenyl)pyridin-3-yl)methanol). Yield: 107.8%. Reaction SMILES: [CH3:1][C:2]1([CH3:28])[O:6][CH2:5][CH:4]([CH2:7][O:8][C:9]2[C:10]([C:19]3[CH:24]=[C:23]([O:25][CH3:26])[CH:22]=[CH:21][C:20]=3[F:27])=[N:11][CH:12]=[C:13]([CH:18]=2)[C:14](OC)=[O:15])[CH2:3]1.[BH4-].[Na+]>CO>[CH3:1][C:2]1([CH3:28])[O:6][CH2:5][CH:4]([CH2:7][O:8][C:9]2[CH:18]=[C:13]([CH2:14][OH:15])[CH:12]=[N:11][C:10]=2[C:19]2[CH:24]=[C:23]([O:25][CH3:26])[CH:22]=[CH:21][C:20]=2[F:27])[CH2:3]1 |f:1.2|. Procedure details: A solution of methyl 5-((5,5-dimethyltetrahydrofuran-3-yl)methoxy)-6-(2-fluoro-5-methoxyphenyl)nicotinate (700 mg) in methanol (10 mL) was cooled to 0° C., and sodium tetrahydroborate (342 mg) was slowly added by small portions. The reaction mixture was stirred at 60° C. for 4 hr. The solvent was evaporated under reduced pressure, saturated brine was added to the residue, and the mixture was extracted with ethyl acetate. The extract was dried over anhydrous sodium sulfate, and the solvent was ev... The reactants are N=1C=C(N2C1SC1=C2CCCCC1)C(C)=O (1-(6,7,8,9-Tetrahydro-5H-cyclohept[d]-imidazo[2,1-b]thiazol-3-yl)-ethanone), FC=1C=C(C=O)C=CC1 (3-fluorobenzaldehyde). Product: FC=1C=C(C=CC1)C=CC(=O)C1=CN=C2SC3=C(N21)CCCCC3 (3-(3-fluorophenyl)-1-(6,7,8,9-tetrahydro-5H-cyclohept [d]imidazo[2,1-b]thiazol-3-yl)-2-propene-1-one). RXN SMILES: [N:1]1[CH:2]=[C:3]([C:14](=[O:16])[CH3:15])[N:4]2[C:8]3[CH2:9][CH2:10][CH2:11][CH2:12][CH2:13][C:7]=3[S:6][C:5]=12.[F:17][C:18]1[CH:19]=[C:20]([CH:23]=[CH:24][CH:25]=1)[CH:21]=O>>[F:17][C:18]1[CH:19]=[C:20]([CH:21]=[CH:15][C:14]([C:3]2[N:4]3[C:5]([S:6][C:7]4[CH2:13][CH2:12][CH2:11][CH2:10][CH2:9][C:8]=43)=[N:1][CH:2]=2)=[O:16])[CH:23]=[CH:24][CH:25]=1. Procedure: [1-(6,7,8,9-Tetrahydro-5H-cyclohept[d]-imidazo[2,1-b]thiazol-3-yl)-ethanone (Formula N-4), 2.34 g and 3-fluorobenzaldehyde were reacted using non-critical variations of the teachings Example 15 to give 3-(3-fluorophenyl)-1-(6,7,8,9-tetrahydro-5H-cyclohept [d]imidazo[2,1-b]thiazol-3-yl)-2-propene-1-one (Formula N-5, X=3-fluoro), 3.08 g, m.p. 176-177°.